Dataset: the Open Reaction Database (ORD), a public repository of structured organic reaction records. Task: describe an organic reaction: reactants, conditions, products, and yield The reactants are CC(CCCCCCC)(C)Cl (dimethyloctyl chloride), C(C)(=O)[O-] (acetate), [OH-].[Na+] (sodium hydroxide), CC(=CCCC(=C)C=C)C.Cl (myrcene hydrochloride), C(C)(=O)[O-].[Na+] (sodium acetate). Product: OC\C=C(/CCC=C(C)C)\C.CC(C)=CCC\C(\C)=C\CO (nerol geraniol). Reaction SMILES: [CH3:1][C:2](Cl)([CH3:10])[CH2:3][CH2:4][CH2:5][CH2:6][CH2:7]CC.[CH3:12][C:13]([CH3:21])=[CH:14][CH2:15][CH2:16][C:17]([CH:19]=[CH2:20])=[CH2:18].Cl.[C:23]([O-:26])(=[O:25])[CH3:24].[Na+].C([O-])(=O)C.[OH-].[Na+]>>[OH:25][CH2:20]/[CH:19]=[C:17](/[CH3:18])\[CH2:16][CH2:15][CH:14]=[C:13]([CH3:21])[CH3:12].[CH3:1][C:2](=[CH:3][CH2:4][CH2:5]/[C:6](=[CH:24]/[CH2:23][OH:26])/[CH3:7])[CH3:10] |f:1.2,3.4,6.7,8.9|. Procedure: The dimethyloctyl chloride is then obtained by reacting the myrcene hydrochloride (neryl/geranyl chloride) with sodium acetate and saponifying the acetate with sodium hydroxide to produce nerol/geraniol. This is then hydrogenated to produce dimethyloctanol, which is treated with HCl in the presence of zinc chloride to produce the dimethyloctyl chloride. Reaction SMILES: [F:1][C:2]1[N:7]=[CH:6][C:5]([CH2:8][CH2:9][CH2:10][CH2:11][CH2:12][CH2:13][CH:14]([OH:19])[C:15]([O:17]C)=[O:16])=[CH:4][CH:3]=1.O1CCCC1.[OH-].[Li+]>O>[F:1][C:2]1[N:7]=[CH:6][C:5]([CH2:8][CH2:9][CH2:10][CH2:11][CH2:12][CH2:13][CH:14]([OH:19])[C:15]([OH:17])=[O:16])=[CH:4][CH:3]=1 |f:2.3|. Yields the product FC1=CC=C(C=N1)CCCCCCC(C(=O)O)O (8-(6-fluoropyridin-3-yl)-2-hydroxyoctanoic acid). Conditions: time 2 hour. Run in O (water). Reactants: FC1=CC=C(C=N1)CCCCCCC(C(=O)OC)O (methyl 8-(6-fluoropyridin-3-yl)-2-hydroxyoctanoate), O1CCCC1 (tetrahydrofuran), [OH-].[Li+] (lithium hydroxide). Procedure: A mixture of methyl 2-hydroxyoct-7-enoate (5.0 g, 0.029 mol), 5-bromo-2-fluoropyridine (6.3 g, 0.035 mol), triethylamine (60 mL), pyridine (6.0 mL), palladium acetate (0.326 g, 0.0014 mol), and tri(o-tolyl)phosphine (1.77 g, 0.0058 mmol) in DMF (30 mL) was heated in a screw-top tube under argon at 100° C. for 3 days. After cooling to room temperature, the resulting mixture was diluted with ethyl acetate and washed sequentially with saturated aqueous ammonium chloride and brine. The organic layer... The reactants are CC1(C)CCC(C)(C)c2ccccc21, CC1(C)CCC(C)(C)c2cc([N+](=O)[O-])ccc21, CC(=O)O, [Fe], O=[N+]([O-])O, O=S(=O)(O)O. The product is CC1(C)CCC(C)(C)c2cc(N)ccc21. Reaction SMILES: [CH3:10][C:11]1([CH3:12])[c:13]2[c:14]([cH:15][cH:16][cH:17][cH:18]2)[C:19]([CH3:20])([CH3:21])[CH2:22][CH2:23]1.[CH3:24][C:25]1([CH3:40])[CH2:26][CH2:27][C:28]([CH3:38])([CH3:39])[c:29]2[cH:30][c:31]([N+:35]([O-:36])=[O:37])[cH:32][cH:33][c:34]21.[CH3:41][C:42](=[O:43])[OH:44].[Fe:45].[OH:1][N+:2](=[O:3])[O-:4].[S:5](=[O:6])(=[O:7])([OH:8])[OH:9]>>[CH3:24][C:25]1([CH3:40])[CH2:26][CH2:27][C:28]([CH3:38])([CH3:39])[c:29]2[cH:30][c:31]([NH2:35])[cH:32][cH:33][c:34]21. Starting materials: Cl (HCl), C(C)C1=CC=C(C=C1)C1=CC(SC2=CC=C(C=C12)C#CC1=CC=C(C(=O)OCC)C=C1)(C)C (ethyl 4-[[4-(4-ethylphenyl)-2,2-dimethyl-(2H)-thiochromen-6-yl]ethynyl]-benzoate), [OH-].[Na+] (NaOH), aqueous solution. Run in C1CCOC1 (THF), CCO (EtOH). Conditions: time 8 hour. Yields the product C(C1=CC=CC=C1)(=O)O (benzoic acid). Reaction SMILES: C(C1C=CC(C2C3C(=CC=C(C#C[C:21]4[CH:31]=[CH:30][C:24]([C:25]([O:27]CC)=[O:26])=[CH:23][CH:22]=4)C=3)SC(C)(C)C=2)=CC=1)C.[OH-].[Na+].Cl>C1COCC1.CCO>[C:25]([OH:27])(=[O:26])[C:24]1[CH:30]=[CH:31][CH:21]=[CH:22][CH:23]=1 |f:1.2|. Procedure details: To a solution of ethyl 4-[[4-(4-ethylphenyl)-2,2-dimethyl-(2H)-thiochromen-6-yl]ethynyl]-benzoate (940.0 mg. 2.08 mmol) in 10.0 mL THF and 5.0 mL EtOH was added NaOH (416.0 mg, 10.4 mmol, 5.2 mL of a 2M aqueous solution). The resulting solution was stirred overnight at room temperature. The reaction was acidified with 10% aqueous HCl and extracted with EtOAc. The combined organic layers were washed with H2O, saturated aqueous NaCl, and dried (Na2SO4) before removing the solvent under reduced pre... Reactants: N#Cc1ccc(O)cc1F, CC=CC(=O)Oc1ccc(C(=O)O)cc1, CN(C)c1ccncc1, C(=NC1CCCCC1)=NC1CCCCC1, ClCCl. Product: CC=CC(=O)Oc1ccc(C(=O)Oc2ccc(C#N)c(F)c2)cc1. RXN SMILES: [C:16](#[N:17])[c:18]1[c:19]([F:25])[cH:20][c:21]([OH:24])[cH:22][cH:23]1.[C:26]([CH:27]=[CH:28][CH3:29])(=[O:30])[O:31][c:32]1[cH:33][cH:34][c:35]([C:36](=[O:37])[OH:38])[cH:39][cH:40]1.[CH3:41][N:42]([CH3:43])[c:44]1[cH:45][cH:46][n:47][cH:48][cH:49]1.[CH:1]1([N:2]=[C:3]=[N:4][CH:5]2[CH2:6][CH2:7][CH2:8][CH2:9][CH2:10]2)[CH2:11][CH2:12][CH2:13][CH2:14][CH2:15]1.[Cl:50][CH2:51][Cl:52]>>[C:16](#[N:17])[c:18]1[c:19]([F:25])[cH:20][c:21]([O:24][C:36]([c:35]2[cH:34][cH:33][c:32]([O:31][C:26]([CH:27]=[CH:28][CH3:29])=[O:30])[cH:40][cH:39]2)=[O:37])[cH:22][cH:23]1. Reactants: C1(=CC=C(C=C1)S(=O)(=O)[O-])C.C(C)C=1SC2=C([N+]1CC)C=CC=C2 (2,3-diethylbenzothiazolium p-toluenesulfonate), C(C)O (ethanol). Product: compound, C(C)N(C=1C=C(C(C=O)=CC1)O)CC (4-diethylaminosalicylaldehyde). Reaction SMILES: C1(C)C=CC(S([O-])(=O)=[O:8])=CC=1.[CH2:12]([C:14]1S[C:16]2[CH:24]=[CH:23][CH:22]=[CH:21][C:17]=2[N+:18]=1[CH2:19][CH3:20])C.[CH2:25]([OH:27])C>>[CH2:14]([N:18]([CH2:19][CH3:20])[C:17]1[CH:21]=[C:22]([OH:8])[C:23](=[CH:24][CH:16]=1)[CH:25]=[O:27])[CH3:12] |f:0.1|. Procedure details: In 25 ml of ethanol, 1.82 g of the compound obtained in (1) and 1.06 g of 4-diethylaminosalicylaldehyde were dissolved, followed by heating to 100° C. To the resulting solution, 0.7 ml of piperidine was added and the mixture was heated under reflux for 2 hours. Then, the solution was ice-cooled. The colorless crystals so precipitated were collected by filtration, washed with ethanol and dried under vacuum for 2 days, whereby 0.83 g of the decolorizable compound I-1 was obtained. Reactants: IC1=C(N=C(S1)NC(C)=O)C (N-(5-iodo-4-methyl-thiazol-2-yl)-acetamide), N1(C=NC=C1)C1=CC=CC(=N1)B1OC(C)(C)C(C)(C)O1 (6-(imidazol-1-yl)pyridine-2-boronic acid pinacol ester), C([O-])([O-])=O.[Na+].[Na+] (sodium carbonate). The reagents and catalysts are C1(=CC=CC=C1)P([C-]1C=CC=C1)C1=CC=CC=C1.[C-]1(C=CC=C1)P(C1=CC=CC=C1)C1=CC=CC=C1.[Fe+2].Cl[Pd]Cl (1,1′-bis(diphenylphosphino)ferrocene dichloropalladium (II)). The solvent is COCCOC (DME), O (water), O (Water). Conditions: temperature 85 celsius. The product is N1(C=NC=C1)C1=CC=CC(=N1)C1=C(N=C(S1)NC(C)=O)C (N-[5-(6-imidazol-1-yl-pyridin-2-yl)-4-methyl-thiazol-2-yl]-acetamide). Reaction SMILES: I[C:2]1[S:6][C:5]([NH:7][C:8](=[O:10])[CH3:9])=[N:4][C:3]=1[CH3:11].[N:12]1([C:17]2[N:22]=[C:21](B3OC(C)(C)C(C)(C)O3)[CH:20]=[CH:19][CH:18]=2)[CH:16]=[CH:15][N:14]=[CH:13]1.C(=O)([O-])[O-].[Na+].[Na+]>COCCOC.O.C1(P(C2C=CC=CC=2)[C-]2C=CC=C2)C=CC=CC=1.[C-]1(P(C2C=CC=CC=2)C2C=CC=CC=2)C=CC=C1.[Fe+2].Cl[Pd]Cl>[N:12]1([C:17]2[N:22]=[C:21]([C:2]3[S:6][C:5]([NH:7][C:8](=[O:10])[CH3:9])=[N:4][C:3]=3[CH3:11])[CH:20]=[CH:19][CH:18]=2)[CH:16]=[CH:15][N:14]=[CH:13]1 |f:2.3.4,7.8.9.10|. Procedure details: A mixture of N-(5-iodo-4-methyl-thiazol-2-yl)-acetamide (312 mg), 6-(imidazol-1-yl)pyridine-2-boronic acid pinacol ester (600 mg), 1,1′-bis(diphenylphosphino)ferrocene-dichloropalladium (II) (45 mg) and sodium carbonate (594 mg) in DME (3.1 ml) and water (3.1 ml) is heated in a Emrys Optimiser personal chemistry microwave at 85° C. for 45 minutes. Water is added (5 ml) and the mixture extracted with 3×10% methanol in CH2Cl2, the combined organic layers evaporated and purified by reversed phase c...